This data is from the Open Reaction Database (ORD), a public repository of structured organic reaction records. The task is: describe an organic reaction: reactants, conditions, products, and yield Starting materials: C(C)C1CN(CCN1C(=O)C=1C(=NC(=NC1)C(C)C)NCC=1OC=CC1)C(=O)OC(C)(C)C (tert-Butyl 3-ethyl-4-({4-[(2-furylmethyl)amino]-2-isopropylpyrimidin-5-yl}carbonyl)piperazine-1-carboxylate), C(C)(=O)OCC.Cl (hydrogen chloride-ethyl acetate). Reaction conditions: time 15 hour. The product is Cl.Cl.C(C)C1N(CCNC1)C(=O)C=1C(=NC(=NC1)C(C)C)NCC=1OC=CC1 (5-[(2-ethylpiperazin-1-yl)carbonyl]-N-(2-furylmethyl)-2-isopropylpyrimidin-4-amine dihydrochloride). As a reaction SMILES: [CH2:1]([CH:3]1[N:8]([C:9]([C:11]2[C:12]([NH:20][CH2:21][C:22]3[O:23][CH:24]=[CH:25][CH:26]=3)=[N:13][C:14]([CH:17]([CH3:19])[CH3:18])=[N:15][CH:16]=2)=[O:10])[CH2:7][CH2:6][N:5](C(OC(C)(C)C)=O)[CH2:4]1)[CH3:2].C(OCC)(=O)C.[ClH:40]>>[ClH:40].[ClH:40].[CH2:1]([CH:3]1[CH2:4][NH:5][CH2:6][CH2:7][N:8]1[C:9]([C:11]1[C:12]([NH:20][CH2:21][C:22]2[O:23][CH:24]=[CH:25][CH:26]=2)=[N:13][C:14]([CH:17]([CH3:19])[CH3:18])=[N:15][CH:16]=1)=[O:10])[CH3:2] |f:1.2,3.4.5|. Procedure: tert-Butyl 3-ethyl-4-({4-[(2-furylmethyl)amino]-2-isopropylpyrimidin-5-yl}carbonyl)piperazine-1-carboxylate (100 mg) was dissolved in 4 M hydrogen chloride-ethyl acetate solution (3 ml), and the mixture was stirred at room temperature for 15 hr. The reaction mixture was concentrated under reduced pressure, ethyl acetate was added and the precipitate was collected by filtration to give the object compound (74 mg). Reported procedure: A solution of 2-phenoxyethanol (536 mg, 3.9 mmol) in DCM (total volume: 0.5 mL) was added to a solution of oxalyl chloride (0.5 mL, 5.8 mmol) in DCM (total volume 1.0 mL) at 0° C. and the resulting mixture was stirred at room temperature for 30 minutes. The mixture was concentrated in vacuo and the resulting residue was dissolved in DCM (3.9 mL) to yield a 1.0M solution in DCM. The product is O(C1=CC=CC=C1)CCOC(C(=O)Cl)=O (Chloro-oxo-acetic Acid 2-Phenoxyethyl Ester). Conditions: time 30 minute. Reaction SMILES: [O:1]([CH2:8][CH2:9][OH:10])[C:2]1[CH:7]=[CH:6][CH:5]=[CH:4][CH:3]=1.[C:11](Cl)(=[O:15])[C:12]([Cl:14])=[O:13]>C(Cl)Cl>[O:1]([CH2:8][CH2:9][O:10][C:11](=[O:15])[C:12]([Cl:14])=[O:13])[C:2]1[CH:7]=[CH:6][CH:5]=[CH:4][CH:3]=1. Starting materials: O(C1=CC=CC=C1)CCO (2-phenoxyethanol), C(C(=O)Cl)(=O)Cl (oxalyl chloride). The solvent is C(Cl)Cl (DCM), C(Cl)Cl (DCM). The reactants are Cl (HCl), C(C)NC(C(C)C1=CC=C(C=C1)C1CCNCC1)=O (N-ethyl-2-(4-piperidin-4-yl-phenyl)-propionamide). The solvent is O1CCOCC1 (dioxane). Reaction conditions: time 1 hour. Yields the product Cl.C(C)NC(C(C)C1=CC=C(C=C1)C1CCNCC1)=O (N-Ethyl-2-(4-piperidin-4-yl-phenyl)-propionamide hydrochloride). Reaction SMILES: [ClH:1].[CH2:2]([NH:4][C:5](=[O:20])[CH:6]([C:8]1[CH:13]=[CH:12][C:11]([CH:14]2[CH2:19][CH2:18][NH:17][CH2:16][CH2:15]2)=[CH:10][CH:9]=1)[CH3:7])[CH3:3]>O1CCOCC1>[ClH:1].[CH2:2]([NH:4][C:5](=[O:20])[CH:6]([C:8]1[CH:13]=[CH:12][C:11]([CH:14]2[CH2:19][CH2:18][NH:17][CH2:16][CH2:15]2)=[CH:10][CH:9]=1)[CH3:7])[CH3:3] |f:3.4|. Procedure details: N-Ethyl-2-(4-piperidin-4-yl-phenyl)-propionamide hydrochloride is obtained by adding 4N HCl in dioxane to N-ethyl-2-(4-piperidin-4-yl-phenyl)-propionamide (VI.1). The mixture is stirred for 1 h and the solvent is removed in vacuo. The residue is taken up in diethyl ether, stirred for 20 min and the solvent is evaporated to yield the desired product. Yields the product C[Si](C#CCCCC(=O)O)(C)C (6-Trimethylsilylhex-5-ynoic Acid). The reactants are C[Si](C#CCCCCO)(C)C (6-trimethylsilylhex-5-ynol), [Cr](=O)(=O)([O-])O[Cr](=O)(=O)[O-].[NH+]1=CC=CC=C1.[NH+]1=CC=CC=C1 (pyridinium dichromate). The solvent is CN(C=O)C (dimethylformamide). Reported procedure: To a solution of 10 gm of 6-trimethylsilylhex-5-ynol in 400 ml of dry dimethylformamide, was added 98 gm of pyridinium dichromate. The solution was stirred in the dark for 24 hours and then partitioned between ether and water. The ether extract was dried over magnesium sulphate and evaporated to an oil. Distillation gave the title compound, b.p. 121°-124° C. (1 mm Hg), IR: 3290, 2162, 1720 cm-1. As a reaction SMILES: [CH3:1][Si:2]([CH3:11])([CH3:10])[C:3]#[C:4][CH2:5][CH2:6][CH2:7][CH2:8][OH:9].[Cr](O[Cr]([O-])(=O)=O)([O-])(=O)=[O:13].[NH+]1C=CC=CC=1.[NH+]1C=CC=CC=1>CN(C)C=O>[CH3:11][Si:2]([CH3:1])([CH3:10])[C:3]#[C:4][CH2:5][CH2:6][CH2:7][C:8]([OH:13])=[O:9] |f:1.2.3|. Run at time 24 hour. The reactants are C(C=C)N1C(C2=CC=C(C=C2C1=O)C(=O)N[C@H](C1=NC=CC=C1C(F)(F)F)C1=CC=C(C=C1)C(F)(F)F)=O ((S)-2-allyl-1,3-dioxo-N-((4-(trifluoromethyl)phenyl)(3-(trifluoromethyl)pyridin-2-yl)methyl)isoindoline-5-carboxamide). The reagents and catalysts are [Pd] (Pd/C). Run in CCOC(=O)C (EtOAc). Reaction conditions: temperature 23 celsius, time 2 minute. Yields the product O=C1N(C(C2=CC(=CC=C12)C(=O)N[C@H](C1=NC=CC=C1C(F)(F)F)C1=CC=C(C=C1)C(F)(F)F)=O)CCC ((S)-1,3-dioxo-2-propyl-N-((4-(trifluoromethyl)phenyl)(3-(trifluoromethyl)pyridin-2-yl)methyl)isoindoline-5-carboxamide). Reaction SMILES: [CH2:1]([N:4]1[C:12](=[O:13])[C:11]2[C:6](=[CH:7][CH:8]=[C:9]([C:14]([NH:16][C@@H:17]([C:28]3[CH:33]=[CH:32][C:31]([C:34]([F:37])([F:36])[F:35])=[CH:30][CH:29]=3)[C:18]3[C:23]([C:24]([F:27])([F:26])[F:25])=[CH:22][CH:21]=[CH:20][N:19]=3)=[O:15])[CH:10]=2)[C:5]1=[O:38])[CH:2]=[CH2:3]>[Pd].CCOC(C)=O>[O:38]=[C:5]1[C:6]2[C:11](=[CH:10][C:9]([C:14]([NH:16][C@@H:17]([C:28]3[CH:33]=[CH:32][C:31]([C:34]([F:37])([F:35])[F:36])=[CH:30][CH:29]=3)[C:18]3[C:23]([C:24]([F:25])([F:26])[F:27])=[CH:22][CH:21]=[CH:20][N:19]=3)=[O:15])=[CH:8][CH:7]=2)[C:12](=[O:13])[N:4]1[CH2:1][CH2:2][CH3:3]. Procedure: To a 50 mL round bottom flask containing (S)-2-allyl-1,3-dioxo-N-((4-(trifluoromethyl)phenyl)(3-(trifluoromethyl)pyridin-2-yl)methyl)isoindoline-5-carboxamide (Example 276) (160 mg, 0.300 mmol) was added EtOAc (15 mL). The resulting mixture was stirred at 23° C. for 2 min. At this time, Pd/C (10%, 50 mg) was added and hydrogen was bubbled through the mixture for 10 min. The reaction mixture was then left under 1 atm of hydrogen for 1 h. The solid was filtered off on a pad of Celite™ and eluted w... The reactants are COCC1=C(C=CC(=C1)C(=O)O)C1=C(C=CC=C1)C (2-(methoxymethyl)-2′-methyl biphenyl-4-carboxylic acid), ON=C(N)C1=CC(=CC=C1)S(=O)(=O)C (N′-hydroxy-3-(methylsulfonyl)benzenecarboximidamide). Yields the product COCC1=C(C=CC(=C1)C1=NC(=NO1)C1=CC(=CC=C1)S(=O)(=O)C)C1=C(C=CC=C1)C (5-[2-(methoxymethyl)-2′-methylbiphenyl-4-yl]-3-[3-(methylsulfonyl)phenyl]-1,2,4-oxadiazole). As a reaction SMILES: [CH3:1][O:2][CH2:3][C:4]1[CH:9]=[C:8]([C:10]([OH:12])=O)[CH:7]=[CH:6][C:5]=1[C:13]1[CH:18]=[CH:17][CH:16]=[CH:15][C:14]=1[CH3:19].O[N:21]=[C:22]([C:24]1[CH:29]=[CH:28][CH:27]=[C:26]([S:30]([CH3:33])(=[O:32])=[O:31])[CH:25]=1)[NH2:23]>>[CH3:1][O:2][CH2:3][C:4]1[CH:9]=[C:8]([C:10]2[O:12][N:23]=[C:22]([C:24]3[CH:29]=[CH:28][CH:27]=[C:26]([S:30]([CH3:33])(=[O:32])=[O:31])[CH:25]=3)[N:21]=2)[CH:7]=[CH:6][C:5]=1[C:13]1[CH:18]=[CH:17][CH:16]=[CH:15][C:14]=1[CH3:19]. Reported procedure: The title compound was obtained following procedure described for example 54 step 1 but starting from Intermediate 28 (112 mg; 0.44 mmol) and Intermediate 64 (197 mg; 0.44 mmol). Purification by column chromatography (EtOAc:cHex from 10:90 to 50:50) yielded to a colorless oil. Trituration in ACN/pentane followed by filtration gave the title compound as an off-white powder. 1H NMR (DMSO-d6, 300 MHz) δ 8.59 (t, J=1.7 Hz, 1H), 8.47 (m, 1H), 8.35 (d, J=1.7 Hz, 1H), 8.21 (m, 2H), 7.93 (t, J=8.0 Hz, 1...